describe an organic reaction: reactants, conditions, products, and yield From a dataset of the Open Reaction Database (ORD), a public repository of structured organic reaction records. The reactants are CO, Cl, [Na+], [OH-], C[Si](C)(C)c1[nH]nc(C#N)c1-c1cccs1. Product: N#Cc1n[nH]cc1-c1cccs1. As a reaction SMILES: [CH3:20][OH:21].[ClH:19].[Na+:18].[OH-:17].[s:1]1[c:2](-[c:6]2[c:7]([C:15]#[N:16])[n:8][nH:9][c:10]2[Si:11]([CH3:12])([CH3:13])[CH3:14])[cH:3][cH:4][cH:5]1>>[s:1]1[c:2](-[c:6]2[c:7]([C:15]#[N:16])[n:8][nH:9][cH:10]2)[cH:3][cH:4][cH:5]1. Starting materials: C1(C=2C(C(=O)O1)=CC=CC2)=O (phthalic anhydride), FC=1C=C(C(C(=O)O)=CC1)N (4-fluoroanthranilic acid). Run in ClCCl (dichloromethane). Run at time 48 hour. Product: C(=O)(O)C1=C(C(=O)NC=2C(C(=O)O)=CC=C(C2)F)C=CC=C1 (N-(2-carboxybenzoyl)-4-fluoroanthranilic acid). Reaction SMILES: [C:1]1(=[O:11])[O:6][C:4](=[O:5])[C:3]2=[CH:7][CH:8]=[CH:9][CH:10]=[C:2]12.[F:12][C:13]1[CH:14]=[C:15]([NH2:22])[C:16](=[CH:20][CH:21]=1)[C:17]([OH:19])=[O:18]>ClCCl>[C:4]([C:3]1[CH:7]=[CH:8][CH:9]=[CH:10][C:2]=1[C:1]([NH:22][C:15]1[C:16](=[CH:20][CH:21]=[C:13]([F:12])[CH:14]=1)[C:17]([OH:19])=[O:18])=[O:11])([OH:6])=[O:5]. Reported procedure: A mixture of phthalic anhydride (4.8 g) and 4-fluoroanthranilic acid (5 g) in dichloromethane (100 ml) was stirred at room temperature for 48 hours and the solid collected and washed with dichloromethane to give N-(2-carboxybenzoyl)-4-fluoroanthranilic acid, m.p. 187°-188°. (Compound 1). The reactants are BrC1=C(C=CC=C1)CC(=O)NCC1=CC=CC=C1 (2-(2-Bromophenyl)-N-(phenylmethyl)acetamide), CSC (DMS). Run in C1CCOC1 (THF). Run at time 2 hour. The product is BrC1=C(C=CC=C1)CCNCC1=CC=CC=C1 (N-(2-(2-Bromophenyl)ethyl)-N-(phenylmethyl)amine). As a reaction SMILES: [Br:1][C:2]1[CH:7]=[CH:6][CH:5]=[CH:4][C:3]=1[CH2:8][C:9]([NH:11][CH2:12][C:13]1[CH:18]=[CH:17][CH:16]=[CH:15][CH:14]=1)=O.CSC>C1COCC1>[Br:1][C:2]1[CH:7]=[CH:6][CH:5]=[CH:4][C:3]=1[CH2:8][CH2:9][NH:11][CH2:12][C:13]1[CH:14]=[CH:15][CH:16]=[CH:17][CH:18]=1. Reported procedure: 2-(2-Bromophenyl)-N-(phenylmethyl)acetamide was dissolved THF (0.2 M), followed by addition of BH3.DMS (3 eq), and the reaction was heated to reflux with stirring. After 2 hrs, the mixture was cooled to room temerature, and quenched with excess 10% HCl. The mixture was heated to reflux for 1 hr, and then cooled to room temperature. After washing with EtOAc, the aqueous phase was made alkaline with 10% sodium carbonate, and extracted with EtOAc. The organic phase was washed with brine, dried over... Reactants: C(N)(=O)C=1C(=NC(=NC1Cl)SC)NC1=CC(=C(C=C1F)N1CCN(CC1)C(=O)OC(C)(C)C)F (tert-butyl 4-(4-(5-carbamoyl-6-chloro-2-(methylthio)pyrimidin-4-ylamino)-2,5-difluorophenyl)piperazine-1-carboxylate), O.NN (hydrazine hydrate). The solvent is O1CCOCC1 (1,4-dioxane). Conditions: time 4 hour. Product: C(N)(=O)C=1C(=NC(=NC1NN)SC)NC1=CC(=C(C=C1F)N1CCN(CC1)C(=O)OC(C)(C)C)F (tert-butyl 4-(4-(5-carbamoyl-6-hydrazinyl-2-(methylthio)pyrimidin-4-ylamino)-2,5-difluorophenyl)piperazine-1-carboxylate). Reaction SMILES: [C:1]([C:4]1[C:5]([NH:13][C:14]2[C:19]([F:20])=[CH:18][C:17]([N:21]3[CH2:26][CH2:25][N:24]([C:27]([O:29][C:30]([CH3:33])([CH3:32])[CH3:31])=[O:28])[CH2:23][CH2:22]3)=[C:16]([F:34])[CH:15]=2)=[N:6][C:7]([S:11][CH3:12])=[N:8][C:9]=1Cl)(=[O:3])[NH2:2].O.[NH2:36][NH2:37]>O1CCOCC1>[C:1]([C:4]1[C:5]([NH:13][C:14]2[C:19]([F:20])=[CH:18][C:17]([N:21]3[CH2:26][CH2:25][N:24]([C:27]([O:29][C:30]([CH3:33])([CH3:32])[CH3:31])=[O:28])[CH2:23][CH2:22]3)=[C:16]([F:34])[CH:15]=2)=[N:6][C:7]([S:11][CH3:12])=[N:8][C:9]=1[NH:36][NH2:37])(=[O:3])[NH2:2] |f:1.2|. Procedure: To a solution of the product of Example 15D (3.53 mg, 0.69 mmol) in 1,4-dioxane (5 mL) was added hydrazine hydrate (0.3 mL). After stirring at ambient temperature for 4 hours, the mixture was concentrated. The residue was washed with hexane and dried under vacuum to give the crude title compound, which was used in the next step without further purification (281 mg, 80%). MS: 511 (M+H+). Yields the product Cc1nc(N)ncc1Br. Starting materials: O=C1CCC(=O)N1Br, ClC(Cl)Cl, Cc1ccnc(N)n1. As a reaction SMILES: [Br:9][N:10]1[C:11](=[O:12])[CH2:13][CH2:14][C:15]1=[O:16].[Cl:17][CH:18]([Cl:19])[Cl:20].[NH2:1][c:2]1[n:3][cH:4][cH:5][c:6]([CH3:8])[n:7]1>>[NH2:1][c:2]1[n:3][cH:4][c:5]([Br:9])[c:6]([CH3:8])[n:7]1. Reactants: C(CC)NC(C(F)(F)F)=O (N-propyl-trifluoroacetamide), C(CCCCCCCCC)NC(C(F)(F)F)=O (N-decyl-trifluoroacetamide), C(CCCCCCCCCCCCCCC)NC(C(F)(F)F)=O (N-hexadecyl-trifluoroacetamide), C(CCCC)NC(C(F)(F)F)=O (N-pentyl-trifluoroacetamide), C(CCCCCCC)NC(C(F)(F)F)=O (N-octyl-trifluoroacetamide), C(CCCCCCCCCCCCCCCCC)NC(C(F)(F)F)=O (N-octadecyl-trifluoroacetamide). The product is C(CCCCCCCCCCC)NC(C(F)(F)F)=O (N-Dodecyl-trifluoroacetamide). Procedure: The following similar compounds were all prepared in the same manner, all with similar NMR, acceptable microanalyses, mass spectra, and single spot on TLC: N-propyl-trifluoroacetamide, N-pentyl-trifluoroacetamide, N-octyl-trifluoroacetamide, N-decyl-trifluoroacetamide, N-hexadecyl-trifluoroacetamide, N-octadecyl-trifluoroacetamide. RXN SMILES: C(NC(=O)C(F)(F)F)CC.C(NC(=O)C(F)(F)F)CCCC.C(NC(=O)C(F)(F)F)CCCCCCC.C(NC(=O)C(F)(F)F)CCCCCCCCC.[CH2:55]([NH:71][C:72](=[O:77])[C:73]([F:76])([F:75])[F:74])[CH2:56][CH2:57][CH2:58][CH2:59][CH2:60][CH2:61][CH2:62][CH2:63][CH2:64][CH2:65][CH2:66]CCCC.C(NC(=O)C(F)(F)F)CCCCCCCCCCCCCCCCC>>[CH2:55]([NH:71][C:72](=[O:77])[C:73]([F:75])([F:76])[F:74])[CH2:56][CH2:57][CH2:58][CH2:59][CH2:60][CH2:61][CH2:62][CH2:63][CH2:64][CH2:65][CH3:66]. Starting materials: Fc1cc(I)c(Br)cc1Cl, COC(C)(C)C, [Li]CCCC, CN(C)C=O, C1CCOC1, O. Product: O=Cc1cc(F)c(Cl)cc1Br. Reaction SMILES: [Br:6][c:7]1[c:8]([I:15])[cH:9][c:10]([F:14])[c:11]([Cl:13])[cH:12]1.[C:21]([O:22][CH3:23])([CH3:24])([CH3:25])[CH3:26].[CH2:1]([Li:2])[CH2:3][CH2:4][CH3:5].[CH3:16][N:17]([CH:18]=[O:19])[CH3:20].[O:27]1[CH2:28][CH2:29][CH2:30][CH2:31]1.[OH2:32]>>[Br:6][c:7]1[c:8]([CH:18]=[O:19])[cH:9][c:10]([F:14])[c:11]([Cl:13])[cH:12]1.